Dataset: the Open Reaction Database (ORD), a public repository of structured organic reaction records. Task: describe an organic reaction: reactants, conditions, products, and yield The reactants are ClC1=CN=C(C2=CC(=CC=C12)C(=O)NC(CC(=O)[O-])C1=CC=CC=C1)NC(=N)N (3-{[(4-chloro-1-guanidino-7-isoquinolinyl)carbonyl]amino}-3-phenylpropanoate), C(F)(F)(F)C(=O)O (CF3CO2H). Solvent: C1(=CC=CC=C1)C (PhMe). Yields the product FC(C(=O)O)(F)F.ClC1=CN=C(C2=CC(=CC=C12)C(=O)NC(CC(=O)O)C1=CC=CC=C1)NC(=N)N (3-{[(4-chloro-1-guanidino-7-isoquinolinyl)carbonyl]amino}-3-phenylpropanoic acid trifluoroacetate). As a reaction SMILES: [Cl:1][C:2]1[C:11]2[C:6](=[CH:7][C:8]([C:12]([NH:14][CH:15]([C:20]3[CH:25]=[CH:24][CH:23]=[CH:22][CH:21]=3)[CH2:16][C:17]([O-:19])=[O:18])=[O:13])=[CH:9][CH:10]=2)[C:5]([NH:26][C:27]([NH2:29])=[NH:28])=[N:4][CH:3]=1.[C:30]([C:34]([OH:36])=[O:35])([F:33])([F:32])[F:31]>C1(C)C=CC=CC=1>[F:31][C:30]([F:33])([F:32])[C:34]([OH:36])=[O:35].[Cl:1][C:2]1[C:11]2[C:6](=[CH:7][C:8]([C:12]([NH:14][CH:15]([C:20]3[CH:21]=[CH:22][CH:23]=[CH:24][CH:25]=3)[CH2:16][C:17]([OH:19])=[O:18])=[O:13])=[CH:9][CH:10]=2)[C:5]([NH:26][C:27]([NH2:29])=[NH:28])=[N:4][CH:3]=1 |f:3.4|. Procedure: A solution of t-butyl DL-3-{[(4-chloro-1-guanidino-7-isoquinolinyl)carbonyl]amino}-3-phenylpropanoate (153 mg, 0.33 mmol) in CF3CO2H (1 mL) was stirred at room temperature for 1 h. The solution was diluted with PhMe, evaporated in vacuo, and the residue was triturated with Et2O to give DL-3-{[(4-chloro-1-guanidino-7-isoquinolinyl)carbonyl]amino}-3-phenylpropanoic acid trifluoroacetate (132 mg, 0.25 mmol). Starting materials: FC(C(=O)O)(F)F (trifluoroacetic acid), FC(C1=NN=C2N1N=C(C=C2)N2CCN(CC2)CC2=CC=C(C=C2)NC(OC(C)(C)C)=O)(F)F (tert-butyl 4-((4-(3-(trifluoromethyl)-[1,2,4]triazolo[4,3-b]pyridazin-6-yl)piperazin-1-yl)methyl)phenylcarbamate). The solvent is ClCCl (dichloromethane). Run at time 2 hour. Yields the product FC(C1=NN=C2N1N=C(C=C2)N2CCN(CC2)CC2=CC=C(N)C=C2)(F)F (4-((4-(3-(trifluoromethyl)-[1,2,4]triazolo[4,3-b]pyridazin-6-yl)piperazin-1-yl)methyl)aniline). The yield is 56.5%. Reaction SMILES: FC(F)(F)C(O)=O.[F:8][C:9]([F:41])([F:40])[C:10]1[N:14]2[N:15]=[C:16]([N:19]3[CH2:24][CH2:23][N:22]([CH2:25][C:26]4[CH:31]=[CH:30][C:29]([NH:32]C(=O)OC(C)(C)C)=[CH:28][CH:27]=4)[CH2:21][CH2:20]3)[CH:17]=[CH:18][C:13]2=[N:12][N:11]=1>ClCCl>[F:41][C:9]([F:8])([F:40])[C:10]1[N:14]2[N:15]=[C:16]([N:19]3[CH2:20][CH2:21][N:22]([CH2:25][C:26]4[CH:31]=[CH:30][C:29]([NH2:32])=[CH:28][CH:27]=4)[CH2:23][CH2:24]3)[CH:17]=[CH:18][C:13]2=[N:12][N:11]=1. Reported procedure: A mixture of trifluoroacetic acid (0.5 mL, 0.15 mmol) and tert-butyl 4-((4-(3-(trifluoromethyl)-[1,2,4]triazolo[4,3-b]pyridazin-6-yl)piperazin-1-yl)methyl)phenylcarbamate (0.072 g, 0.15 mmol) in dichloromethane (2 mL) was stirred at ambient temperature for 2 hours and then evaporated to give an involatile residue. The residue was purified by hplc using a Phenomenex Luna C18 100A column (10μ silica, 21 mm diameter, 150 mm length) eluted with decreasingly polar mixtures of water (containing 0.1% T... The reactants are IC=1C=C2/C(/C(NC(C2=CC1)=O)=O)=C/NC1=CC=C(C=C1)N1C[C@H](N([C@H](C1)C)C)C ((4Z)-6-Iodo-4-[({4-[(3R,5S)-3,4,5-trimethylpiperazin-1-yl]phenyl}amino)methylene]-isoquinoline-1,3(2H,4H)-dione), BrC=1C=C2C(C(NC(C2=CC1)=O)=O)=CNC1=CC=C(C=C1)N1CC(NC(C1)C)C (6-bromo-4-({[4-(3,5-dimethylpiperazin-1-yl)phenyl]amino}methylene)isoquinoline-1,3(2H,4H)-dione). Yields the product IC=1C=C2\C(\C(NC(C2=CC1)=O)=O)=C/OC ((4E)-6-iodo-4-(methoxymethylene)isoquinoline-1,3(2H,4H)-dione), CC1CN(CC(N1C)C)C1=CC=C(C=C1)N (4-(3,4,5-trimethyl-piperazin-1-yl)-phenylamine). RXN SMILES: [I:1][C:2]1[CH:3]=[C:4]2[C:9](=[CH:10][CH:11]=1)[C:8](=[O:12])[NH:7][C:6](=[O:13])/[C:5]/2=[CH:14]\[NH:15][C:16]1[CH:21]=[CH:20][C:19]([N:22]2[CH2:27][C@H:26]([CH3:28])[N:25]([CH3:29])[C@H:24]([CH3:30])[CH2:23]2)=[CH:18][CH:17]=1.BrC1C=C2C(=CC=1)[C:38](=[O:42])NC(=O)C2=CNC1C=CC(N2CC(C)NC(C)C2)=CC=1>>[I:1][C:2]1[CH:3]=[C:4]2[C:9](=[CH:10][CH:11]=1)[C:8](=[O:12])[NH:7][C:6](=[O:13])/[C:5]/2=[CH:14]/[O:42][CH3:38].[CH3:30][CH:24]1[N:25]([CH3:29])[CH:26]([CH3:28])[CH2:27][N:22]([C:19]2[CH:18]=[CH:17][C:16]([NH2:15])=[CH:21][CH:20]=2)[CH2:23]1. Reported procedure: Using the procedure described for the preparation of 4Z)-6-bromo-4-({[4-(3,5-dimethylpiperazin-1-yl)phenyl]amino}methylene)isoquinoline-1,3(2H,4H)-dione, 0.089 g (56.7% yield) of light brown solid is obtained from 0.10 g (0.30 mmol) of (4E)-6-iodo-4-(methoxymethylene)isoquinoline-1,3(2H,4H)-dione, and 0.073 g (0.33 mmol) of 4-(3,4,5-trimethyl-piperazin-1-yl)-phenylamine after purified by column chromatography over silica gel using 5% MeOH/CHCl3 as eluent: mp 224-225° C.; MS (ESI) m/z 517.1 (M+H)...